Dataset: the Open Reaction Database (ORD), a public repository of structured organic reaction records. Task: describe an organic reaction: reactants, conditions, products, and yield Starting materials: O=C(O)c1cc(Br)cs1, CNCCc1ccc(F)cc1. The product is CN(CCc1ccc(F)cc1)C(=O)c1cc(Br)cs1. RXN SMILES: [Br:1][c:2]1[cH:3][c:4]([C:7](=[O:8])[OH:9])[s:5][cH:6]1.[F:10][c:11]1[cH:12][cH:13][c:14]([CH2:17][CH2:18][NH:19][CH3:20])[cH:15][cH:16]1>>[Br:1][c:2]1[cH:3][c:4]([C:7](=[O:9])[N:19]([CH2:18][CH2:17][c:14]2[cH:13][cH:12][c:11]([F:10])[cH:16][cH:15]2)[CH3:20])[s:5][cH:6]1.